Dataset: the Open Reaction Database (ORD), a public repository of structured organic reaction records. Task: describe an organic reaction: reactants, conditions, products, and yield Reactants: [C-]#N.[K+] (potassium cyanide), C(C)(=O)OCCCCCC=1C(CCC1)=O (2-(5-acetoxypentyl)- cyclopent-2-ene-1-one), ice water. Run in C(C)(=O)O (acetic acid), CO (methanol). Run at time 20 hour. Yields the product C(C)(=O)OCCCCCC1C(CCC1=O)C#N (2-(5-acetoxypentyl)-3-oxo-cyclopentane-carbonitrile). Reaction SMILES: [C-:1]#[N:2].[K+].[C:4]([O:7][CH2:8][CH2:9][CH2:10][CH2:11][CH2:12][C:13]1[C:14](=[O:18])[CH2:15][CH2:16][CH:17]=1)(=[O:6])[CH3:5]>CO.C(O)(=O)C>[C:4]([O:7][CH2:8][CH2:9][CH2:10][CH2:11][CH2:12][CH:13]1[C:14](=[O:18])[CH2:15][CH2:16][CH:17]1[C:1]#[N:2])(=[O:6])[CH3:5] |f:0.1|. Procedure details: 98 g [1.5 mols] of potassium cyanide were suspended in 600 ml of methanol, and 105 g [0.5 mol] of 2-(5-acetoxypentyl)- cyclopent-2-ene-1-one, dissolved in 45 ml of acetic acid, were added dropwise within 2.5 hours. After 20 hours, agitation at room temperature, the suspension was dropped into ice-water with agitation, extracted thrice with diethyl ether, the ether phases were united, washed with water, dried over sodium sulfate and concentrated. The oily residue was stirred for 5 hours at room t... The reactants are [Al+3], CC(=O)C1CCN(Cc2ccccc2)CC1c1ccc(Cl)cc1, C1CCOC1, C1CCOC1, CCOC(C)=O, [H-], [H-], [H-], [H-], [Li+], [Na+], [Na+], [Na+], O=S(=O)([O-])[O-], [OH-], O, O. Yields the product CC(O)C1CCN(Cc2ccccc2)CC1c1ccc(Cl)cc1. RXN SMILES: [Al+3:25].[CH2:1]([c:2]1[cH:3][cH:4][cH:5][cH:6][cH:7]1)[N:8]1[CH2:9][CH:10]([c:17]2[cH:18][cH:19][c:20]([Cl:23])[cH:21][cH:22]2)[CH:11]([C:14]([CH3:15])=[O:16])[CH2:12][CH2:13]1.[CH2:39]1[O:40][CH2:41][CH2:42][CH2:43]1.[CH2:45]1[O:46][CH2:47][CH2:48][CH2:49]1.[CH3:51][CH2:52][O:53][C:54](=[O:55])[CH3:56].[H-:24].[H-:27].[H-:28].[H-:29].[Li+:26].[Na+:31].[Na+:32].[Na+:33].[O-:34][S:35]([O-:36])(=[O:37])=[O:38].[OH-:30].[OH2:44].[OH2:50]>>[CH2:1]([c:2]1[cH:3][cH:4][cH:5][cH:6][cH:7]1)[N:8]1[CH2:9][CH:10]([c:17]2[cH:18][cH:19][c:20]([Cl:23])[cH:21][cH:22]2)[CH:11]([CH:14]([CH3:15])[OH:16])[CH2:12][CH2:13]1. The reactants are C(#N)C(C(=O)[C@H](CCCC)NC(OCC1(CCC1)CC1=CC=C(C=C1)F)=O)=P(C1=CC=CC=C1)(C1=CC=CC=C1)C1=CC=CC=C1 ([1-(4-fluorobenzyl)cyclobutyl]methyl(1S)-1-[cyano(triphenylphosphoranylidene)acetyl]pentylcarbamate), O=[O+][O-] (ozone), NC1=NNC=C1 (3-aminopyrazole). The solvent is ClCCl (dichloromethane), ClCCl (dichloromethane). Conditions: time 30 minute. Yields the product O=C(C(=O)[C@H](CCCC)NC(OCC1(CCC1)CC1=CC=C(C=C1)F)=O)NC1=CC=NN1 ([1-(4-fluorobenzyl)cyclobutyl]methyl(1S)-1-[oxo(1H-pyrazol-5-ylamino)acetyl]pentylcarbamate). Isolated yield 21.0%. As a reaction SMILES: C([C:3](=P(C1C=CC=CC=1)(C1C=CC=CC=1)C1C=CC=CC=1)[C:4]([C@@H:6]([NH:11][C:12](=[O:27])[O:13][CH2:14][C:15]1([CH2:19][C:20]2[CH:25]=[CH:24][C:23]([F:26])=[CH:22][CH:21]=2)[CH2:18][CH2:17][CH2:16]1)[CH2:7][CH2:8][CH2:9][CH3:10])=[O:5])#N.[O:47]=[O+][O-].[NH2:50][C:51]1[CH:55]=[CH:54][NH:53][N:52]=1>ClCCl>[O:47]=[C:3]([NH:50][C:51]1[NH:52][N:53]=[CH:54][CH:55]=1)[C:4]([C@@H:6]([NH:11][C:12](=[O:27])[O:13][CH2:14][C:15]1([CH2:19][C:20]2[CH:21]=[CH:22][C:23]([F:26])=[CH:24][CH:25]=2)[CH2:18][CH2:17][CH2:16]1)[CH2:7][CH2:8][CH2:9][CH3:10])=[O:5]. Reported procedure: A −78° C. solution of 200 mg (0.32 mmol) of [1-(4-fluorobenzyl)cyclobutyl]methyl(1S)-1-[cyano(triphenylphosphoranylidene)acetyl]pentylcarbamate in 10 mL of dichloromethane was treated with a stream of ozone for 15 min before being purged with a stream of nitrogen for 5 min. To the reaction was added a solution of 26 mg (0.32 mmol) of 3-aminopyrazole in 1 mL of dichloromethane. The reaction was stirred for 30 min and concentrated under reduced pressure. The residue was dissolved in 5 mL of a 1M s... Starting materials: C(C)(=O)NC(C(=O)OCC)C(=O)OCC (diethyl 2-acetylaminomalonate), [H-].[Na+] (sodium hydride), CI (methyl iodide). Run in O1CCCC1 (tetrahydrofuran). Run at time 1 hour. The product is C(C)(=O)NC(C(=O)OCC)(C(=O)OCC)C (diethyl 2-acetylamino-2-methylmalonate). Yield: 77.9%. RXN SMILES: [C:1]([NH:4][CH:5]([C:11]([O:13][CH2:14][CH3:15])=[O:12])[C:6]([O:8][CH2:9][CH3:10])=[O:7])(=[O:3])[CH3:2].[H-].[Na+].[CH3:18]I>O1CCCC1>[C:1]([NH:4][C:5]([CH3:18])([C:11]([O:13][CH2:14][CH3:15])=[O:12])[C:6]([O:8][CH2:9][CH3:10])=[O:7])(=[O:3])[CH3:2] |f:1.2|. Reported procedure: To a solution of diethyl 2-acetylaminomalonate (2.17 g) in dry tetrahydrofuran is added sodium hydride (0.26 g), and the mixture is stirred at room temperature for one hour. After stirring, methyl iodide (1.60 g) is added dropwise thereto, and the mixture is stirred overnight. The reaction mixture is concentrated, and to the residue is added ethyl acetate and water. The organic layer is separated, dried and evaporated to remove the solvent. The residue is recrystallized from a mixture of isoprop... Starting materials: CC1=C(C=NC=C1)C=1N=C(SC1)C=1C=C(C(=O)N(C)C)C=CC1 (3-[4-(4-methylpyridin-3-yl)-1,3-thiazol-2-yl]-N,N-dimethylbenzamide), ClN1C(N(C(N(C1=O)Cl)=O)Cl)=O (trichloroisocyanuric acid). Run in C(O)([O-])=O.[Na+].C(C)(=O)OCC (sodium hydrogen carbonate ethyl acetate), CN(C)C=O (DMF). Conditions: time 30 minute. Product: ClC1=C(N=C(S1)C=1C=C(C(=O)N(C)C)C=CC1)C=1C=NC=CC1C (3-[5-chloro-4-(4-methylpyridin-3-yl)-1,3-thiazol-2-yl]-N,N-dimethylbenzamide). Isolated yield 75.8%. RXN SMILES: [CH3:1][C:2]1[CH:7]=[CH:6][N:5]=[CH:4][C:3]=1[C:8]1[N:9]=[C:10]([C:13]2[CH:14]=[C:15]([CH:21]=[CH:22][CH:23]=2)[C:16]([N:18]([CH3:20])[CH3:19])=[O:17])[S:11][CH:12]=1.[Cl:24]N1C(=O)N(Cl)C(=O)N(Cl)C1=O>CN(C=O)C.C(=O)([O-])O.[Na+].C(OCC)(=O)C>[Cl:24][C:12]1[S:11][C:10]([C:13]2[CH:14]=[C:15]([CH:21]=[CH:22][CH:23]=2)[C:16]([N:18]([CH3:20])[CH3:19])=[O:17])=[N:9][C:8]=1[C:3]1[CH:4]=[N:5][CH:6]=[CH:7][C:2]=1[CH3:1] |f:3.4.5|. Reported procedure: To a solution of 3-[4-(4-methylpyridin-3-yl)-1,3-thiazol-2-yl]-N,N-dimethylbenzamide (400 mg) in DMF (2 ml) was added trichloroisocyanuric acid (120 mg) and the mixture was stirred at room temperature for 30 min. The reaction mixture was diluted with aqueous sodium hydrogen carbonate-ethyl acetate. The organic layer was separated and washed with water, aqueous sodium hydrogen carbonate and saturated brine. The organic layer was dried and concentrated, and the residue was subjected to silica gel ... Reactants: CO, CCOC(=O)CN1N=C(C)CC1C, [Cl-], [Li+], [NH4+], C1CCOC1, [OH-], O. The product is CC1=NN(CC(=O)O)C(C)C1. As a reaction SMILES: [CH3:16][OH:17].[CH3:1][C:2]1=[N:3][N:4]([CH2:8][C:9](=[O:10])[O:11][CH2:12][CH3:13])[CH:5]([CH3:7])[CH2:6]1.[Cl-:18].[Li+:14].[NH4+:19].[O:21]1[CH2:22][CH2:23][CH2:24][CH2:25]1.[OH-:15].[OH2:20]>>[CH3:1][C:2]1=[N:3][N:4]([CH2:8][C:9](=[O:10])[OH:11])[CH:5]([CH3:7])[CH2:6]1. Reactants: yellow viscous liquid, [OH-].[K+] (potassium hydroxide), C(C(C)C)C1=CC=C(C=O)C=C1 (p-isobutylbenzaldehyde), [N+](=O)([O-])CCC (1-nitropropane). Run in C(C)O (ethanol). Yields the product [N+](=O)([O-])C(C(O)C1=CC=C(C=C1)CC(C)C)CC (2-nitro-1-(p-isobutylphenyl)-1-butanol). As a reaction SMILES: [OH-].[K+].[CH2:3]([C:7]1[CH:14]=[CH:13][C:10]([CH:11]=[O:12])=[CH:9][CH:8]=1)[CH:4]([CH3:6])[CH3:5].[N+:15]([CH2:18][CH2:19][CH3:20])([O-:17])=[O:16]>C(O)C>[N+:15]([CH:18]([CH2:19][CH3:20])[CH:11]([C:10]1[CH:9]=[CH:8][C:7]([CH2:3][CH:4]([CH3:6])[CH3:5])=[CH:14][CH:13]=1)[OH:12])([O-:17])=[O:16] |f:0.1|. Procedure: The procedure of Example 3 was followed for the reaction of 5 ml of 3.7N potassium hydroxide with 16.2 g of p-isobutylbenzaldehyde and 26.7 g of 1-nitropropane in 7.5 ml of ethanol. Obtained was 20.0 g of a yellow viscous liquid which did not crystallize: ir (film) 2.8 (s), 3.4 (s), 6.4 (s), 7.3 (m), 9.7 (m), 12.4 (m) microns; nmr (CCl4) 7.11 (4H, q), 4.84 (1H, d), 4.42 (1H, sextet), 3.15 (1H, s), 2.44 (2H, d), 1.75 (2H, m), 0.86 (6H, d), 0.83 (3H, t) ppm. The reactants are CCO, Cc1ccc2nc(-c3ccc(F)cc3)cc(Cl)c2c1, NC(=O)C1CCNCC1, O, Oc1ccccc1. The product is Cc1ccc2nc(-c3ccc(F)cc3)cc(N3CCC(C(N)=O)CC3)c2c1. Reaction SMILES: [CH3:36][CH2:37][OH:38].[Cl:1][c:2]1[cH:3][c:4](-[c:13]2[cH:14][cH:15][c:16]([F:19])[cH:17][cH:18]2)[n:5][c:6]2[cH:7][cH:8][c:9]([CH3:12])[cH:10][c:11]12.[NH:20]1[CH2:21][CH2:22][CH:23]([C:24](=[O:25])[NH2:26])[CH2:27][CH2:28]1.[OH2:39].[OH:29][c:30]1[cH:31][cH:32][cH:33][cH:34][cH:35]1>>[c:2]1([N:20]2[CH2:21][CH2:22][CH:23]([C:24](=[O:25])[NH2:26])[CH2:27][CH2:28]2)[cH:3][c:4](-[c:13]2[cH:14][cH:15][c:16]([F:19])[cH:17][cH:18]2)[n:5][c:6]2[cH:7][cH:8][c:9]([CH3:12])[cH:10][c:11]12. Starting materials: C[Re](=O)(=O)=O, COc1ccc(C(=O)Cc2c(Cl)cncc2Cl)c2c1OCC1(COC1)CO2, ClCCl, O=[Mn]=O, OO. Yields the product COc1ccc(C(=O)Cc2c(Cl)c[n+]([O-])cc2Cl)c2c1OCC1(COC1)CO2. Reaction SMILES: [CH3:33][Re:34](=[O:35])(=[O:36])=[O:37].[Cl:1][c:2]1[cH:3][n:4][cH:5][c:6]([Cl:27])[c:7]1[CH2:8][C:9](=[O:10])[c:11]1[cH:12][cH:13][c:14]([O:25][CH3:26])[c:15]2[c:21]1[O:20][CH2:19][C:18]1([CH2:17][O:16]2)[CH2:22][O:23][CH2:24]1.[Cl:30][CH2:31][Cl:32].[O:38]=[Mn:39]=[O:40].[OH:28][OH:29]>>[Cl:1][c:2]1[cH:3][n+:4]([O-:28])[cH:5][c:6]([Cl:27])[c:7]1[CH2:8][C:9](=[O:10])[c:11]1[cH:12][cH:13][c:14]([O:25][CH3:26])[c:15]2[c:21]1[O:20][CH2:19][C:18]1([CH2:17][O:16]2)[CH2:22][O:23][CH2:24]1. The reactants are CCOC(=O)C (EtOAc), C(CCC)(=O)Cl (Butyryl chloride), COC1=NC(=C(C=C1N)C)C1=C(C=C(C=C1)OC(F)(F)F)OC (2-methoxy-6-(2-methoxy-4-trifluoromethoxy-phenyl)-5-methyl-pyridin-3-ylamine), C(C)(C)N(CC)C(C)C (diisopropylethylamine). The solvent is C(Cl)Cl (CH2Cl2). Run at time 30 minute. The product is COC1=NC(=C(C=C1NC(CCC)=O)C)C1=C(C=C(C=C1)OC(F)(F)F)OC (N-[2-methoxy-6-(2-methoxy-4-trifluoromethoxy-phenyl)-5-methyl-pyridin-3-yl]-butyramide). Reaction SMILES: [C:1](Cl)(=[O:5])[CH2:2][CH2:3][CH3:4].[CH3:7][O:8][C:9]1[C:14]([NH2:15])=[CH:13][C:12]([CH3:16])=[C:11]([C:17]2[CH:22]=[CH:21][C:20]([O:23][C:24]([F:27])([F:26])[F:25])=[CH:19][C:18]=2[O:28][CH3:29])[N:10]=1.C(N(C(C)C)CC)(C)C.CCOC(C)=O>C(Cl)Cl>[CH3:7][O:8][C:9]1[C:14]([NH:15][C:1](=[O:5])[CH2:2][CH2:3][CH3:4])=[CH:13][C:12]([CH3:16])=[C:11]([C:17]2[CH:22]=[CH:21][C:20]([O:23][C:24]([F:26])([F:27])[F:25])=[CH:19][C:18]=2[O:28][CH3:29])[N:10]=1. Procedure: Butyryl chloride (0.174 ml, 1.675 mmol) is added to a solution of 2-methoxy-6-(2-methoxy-4-trifluoromethoxy-phenyl)-5-methyl-pyridin-3-ylamine (0.5 g, 1.523 mmol) and diisopropylethylamine (0.32 ml, 1.83 mmol) in CH2Cl2 (10 ml) at room temperature. The mixture is stirred at room temperature for 30 minutes. EtOAc (50 ml) is added and the mixture is washed with 1 N NaOH and brine. After drying over Na2SO4, the solvent is removed under reduced pressure. The residue is purified by flash column chrom...